This data is from the Open Reaction Database (ORD), a public repository of structured organic reaction records. The task is: describe an organic reaction: reactants, conditions, products, and yield Reactants: C1=CN(C=N1)C(=O)N2C=CN=C2 (CDI), NC=1SC2=C(N1)C=CC=C2 (2-aminobenzothiazole). Solvent: C(C)#N (acetonitrile). Reaction conditions: time 48 hour. Yields the product S1C(=NC2=C1C=CC=C2)NC(=O)N2C=NC=C2 (N-(benzo[d]thiazol-2-yl)-1H-imidazole-1-carboxamide). Yield: 89.3%. Reaction SMILES: [CH:1]1[N:5]=[CH:4][N:3]([C:6]([N:8]2[CH:12]=[N:11][CH:10]=[CH:9]2)=[O:7])[CH:2]=1.NC1[S:15][C:16]2C=C[CH:20]=[CH:19][C:17]=2N=1>C(#N)C>[S:15]1[C:16]2[CH:17]=[CH:19][CH:20]=[CH:9][C:10]=2[N:11]=[C:12]1[NH:8][C:6]([N:3]1[CH:2]=[CH:1][N:5]=[CH:4]1)=[O:7]. Procedure: To CDI (1.6 g, 10 mmol) in acetonitrile (30 mL) was slowly added 2-aminobenzothiazole (1.0 g, 6.6 mmol) and allowed to stir at rt for 48 hours. The reaction mixture was filtered, washed with acetonitrile, and dried to provide 1.44 g (88%) of the desired product N-(benzo[d]thiazol-2-yl)-1H-imidazole-1-carboxamide (1M): LC/MS (APCI): m/z 245.1 (M+H). The reactants are [Na] (sodium), NC1=NC(=CC(=N1)N)Cl (2,4-diamino-6-chloropyrimidine), CO (methanol), [Na+].[Cl-] (NaCl). Reaction conditions: time 44 hour. The product is COC1=CC(=NC(=N1)N)N (6-methoxy-2,4-diaminopyrimidine), solid. Yield: 84.0%. As a reaction SMILES: [Na].[NH2:2][C:3]1[N:8]=[C:7]([NH2:9])[CH:6]=[C:5](Cl)[N:4]=1.[Na+].[Cl-].[CH3:13][OH:14]>>[CH3:13][O:14][C:5]1[N:4]=[C:3]([NH2:2])[N:8]=[C:7]([NH2:9])[CH:6]=1 |f:2.3,^1:0|. Procedure: To a solution of 9.2 g (0.40 mol) sodium in 320 ml methanol were added 28.9 g (0.20 mol) 2,4-diamino-6-chloropyrimidine. The mixture was heated under reflux with stirring for 44 h. After the reaction was ended the precipitated NaCl was separated off and the solution was concentrated to dryness. The residue in 300 ml ethanol was heated to boiling and filtered hot. The product precipitated out of the filtrate on standing overnight. Recrystallization of the mother liquor likewise afforded product. ... Reactants: succinylacetonyl-proline, C1=CC(=CC=C1[N+](=O)[O-])O (p-nitrophenol), Succinylacetonyl-proline, C1=CC(=CC=C1[N+](=O)[O-])O (p-nitrophenol), CC(=O)CC(=O)CCC(=O)O.N1[C@H](C(=O)O)CCC1 (succinylacetone proline), C1(CCCCC1)N=C=NC1CCCCC1 (dicyclohexylcarbodiimide). Run in C(Cl)(Cl)Cl (chloroform), C(Cl)(Cl)Cl (chloroform), C(Cl)(Cl)Cl (chloroform). Run at time 10 minute. Product: C(=O)(NC1CCCCC1)NC1CCCCC1 (dicyclohexylurea). Reaction SMILES: C1C([N+]([O-])=[O:8])=CC=C(O)C=1.CC(CC(CCC(O)=O)=O)=O.N1CCC[C@H]1C(O)=O.[CH:30]1([N:36]=[C:37]=[N:38][CH:39]2[CH2:44][CH2:43][CH2:42][CH2:41][CH2:40]2)[CH2:35][CH2:34][CH2:33][CH2:32][CH2:31]1>C(Cl)(Cl)Cl>[C:37]([NH:36][CH:30]1[CH2:31][CH2:32][CH2:33][CH2:34][CH2:35]1)([NH:38][CH:39]1[CH2:44][CH2:43][CH2:42][CH2:41][CH2:40]1)=[O:8] |f:1.2|. Procedure details: Succinylacetonyl-proline was converted to succinylacetonyl-proline-NH-PEG by adding succinylacetonyl-proline to a condensing agent in the presence of p-nitrophenol in chloroform. The reaction was carried out in 10 ml of chloroform by adding 0.55 g (4.0 mmole) of p-nitrophenol to 0.64 g (3.9 mmole) of succinylacetone-proline. Next, 0.80 g (3.3 mmole) of the condensing agent, dicyclohexylcarbodiimide was added. The latter was dissolved in 2 ml chloroform, and added slowly to the mixture with stirr... Starting materials: COC(=O)c1nc(Br)ccc1O, CN(C)c1cccc(OCCO)c1, ClCCl, CCOC(=O)N=NC(=O)OCC. Yields the product COC(=O)c1nc(Br)ccc1OCCOc1cccc(N(C)C)c1. As a reaction SMILES: [Br:1][c:2]1[cH:3][cH:4][c:5]([OH:12])[c:6]([C:8](=[O:9])[O:10][CH3:11])[n:7]1.[CH3:13][N:14]([c:15]1[cH:16][c:17]([O:18][CH2:19][CH2:20][OH:21])[cH:22][cH:23][cH:24]1)[CH3:25].[Cl:38][CH2:39][Cl:40].[O:26]=[C:27]([O:28][CH2:29][CH3:30])[N:31]=[N:32][C:33]([O:34][CH2:35][CH3:36])=[O:37]>>[Br:1][c:2]1[cH:3][cH:4][c:5]([O:12][CH2:20][CH2:19][O:18][c:17]2[cH:16][c:15]([N:14]([CH3:13])[CH3:25])[cH:24][cH:23][cH:22]2)[c:6]([C:8](=[O:9])[O:10][CH3:11])[n:7]1. The reactants are CC(C)(C)OC(=O)CCN(Cc1cccs1)c1nc2c(s1)Cc1ccccc1-2, Cl, C1COCCO1. Yields the product Cl, O=C(O)CCN(Cc1cccs1)c1nc2c(s1)Cc1ccccc1-2. RXN SMILES: [C:1]([CH3:2])([CH3:3])([CH3:4])[O:5][C:6]([CH2:7][CH2:8][N:9]([CH2:10][c:11]1[s:12][cH:13][cH:14][cH:15]1)[c:16]1[s:17][c:18]2[c:19]([n:20]1)-[c:21]1[cH:22][cH:23][cH:24][cH:25][c:26]1[CH2:27]2)=[O:28].[ClH:29].[O:30]1[CH2:31][CH2:32][O:33][CH2:34][CH2:35]1>>[ClH:29].[O:5]=[C:6]([CH2:7][CH2:8][N:9]([CH2:10][c:11]1[s:12][cH:13][cH:14][cH:15]1)[c:16]1[s:17][c:18]2[c:19]([n:20]1)-[c:21]1[cH:22][cH:23][cH:24][cH:25][c:26]1[CH2:27]2)[OH:28]. Starting materials: residue, Cl.CN (methylamine hydrochloride), C(C)(C)N(C(C)C)CC (N,N-diisopropylethylamine), COC1=CC=C(C=C1)C=1C=NC=2N(C1)N=CC2C=2C=NC=C(C(=O)OCC)C2 (ethyl 5-[6-(4-methoxyphenyl)pyrazolo[1,5-a]pyrimidin-3-yl]nicotinate), [OH-].[Na+] (sodium hydroxide), Cl (hydrogen chloride), C(C(=O)Cl)(=O)Cl (Oxalyl chloride). The solvent is ClCCl (dichloromethane), CC(C)(C)O (t-BuOH), COCCOC (DME), ClCCl (dichloromethane), CN(C)C=O (DMF). Reaction conditions: temperature 23 celsius, time 30 minute. Product: COC1=CC=C(C=C1)C=1C=NC=2N(C1)N=CC2C=2C=NC=C(C(=O)NC)C2 (5-[6-(4-methoxyphenyl)pyrazolo[1,5-a]pyrimidin-3-yl]-N-methylnicotinamide). Reaction SMILES: [CH3:1][O:2][C:3]1[CH:8]=[CH:7][C:6]([C:9]2[CH:10]=[N:11][C:12]3[N:13]([N:15]=[CH:16][C:17]=3[C:18]3[CH:19]=[N:20][CH:21]=[C:22]([CH:28]=3)[C:23](OCC)=[O:24])[CH:14]=2)=[CH:5][CH:4]=1.[OH-].[Na+].Cl.C(Cl)(=O)C(Cl)=O.Cl.CN.[CH:41]([N:44](CC)C(C)C)(C)C>CC(O)(C)C.COCCOC.ClCCl.CN(C=O)C>[CH3:1][O:2][C:3]1[CH:4]=[CH:5][C:6]([C:9]2[CH:10]=[N:11][C:12]3[N:13]([N:15]=[CH:16][C:17]=3[C:18]3[CH:19]=[N:20][CH:21]=[C:22]([CH:28]=3)[C:23]([NH:44][CH3:41])=[O:24])[CH:14]=2)=[CH:7][CH:8]=1 |f:1.2,5.6|. Procedure: A mixture of ethyl 5-[6-(4-methoxyphenyl)pyrazolo[1,5-a]pyrimidin-3-yl]nicotinate (2-2, 150 mg, 0.40 mmol, 1 equiv) and aqueous sodium hydroxide solution (1N, 1.0 mL), 1.0 mmol, 2.5 equiv) in a mixture of t-BuOH (2 mL) and DME (2 mL) was heated at reflux for 1 hour. The reaction mixture was allowed to cool to 23° C., and then it was acidified with aqueous 1 N hydrogen chloride solution. The precipitate was filtered, washed with water, and air dried. Oxalyl chloride (150 TL, 1.7 mmol, 4.3 equiv) ... Starting materials: [Al+3], C1CCOC1, N#CCN1CCC(F)CC1, [H-], [H-], [H-], [H-], [Li+]. Product: NCCN1CCC(F)CC1. Reaction SMILES: [Al+3:12].[CH2:17]1[O:18][CH2:19][CH2:20][CH2:21]1.[F:1][CH:2]1[CH2:3][CH2:4][N:5]([CH2:8][C:9]#[N:10])[CH2:6][CH2:7]1.[H-:11].[H-:14].[H-:15].[H-:16].[Li+:13]>>[F:1][CH:2]1[CH2:3][CH2:4][N:5]([CH2:8][CH2:9][NH2:10])[CH2:6][CH2:7]1.